This data is from the Open Reaction Database (ORD), a public repository of structured organic reaction records. The task is: describe an organic reaction: reactants, conditions, products, and yield Starting materials: B, C1CCOC1, O=C(O)C1CN(C(=O)OCc2ccccc2)C1, C1CCOC1, [Na+], [OH-]. Product: O=C(OCc1ccccc1)N1CC(CO)C1. As a reaction SMILES: [BH3:18].[CH2:19]1[O:20][CH2:21][CH2:22][CH2:23]1.[CH2:1]([c:2]1[cH:3][cH:4][cH:5][cH:6][cH:7]1)[O:8][C:9](=[O:10])[N:11]1[CH2:12][CH:13]([C:15](=[O:16])[OH:17])[CH2:14]1.[CH2:26]1[O:27][CH2:28][CH2:29][CH2:30]1.[Na+:25].[OH-:24]>>[CH2:1]([c:2]1[cH:3][cH:4][cH:5][cH:6][cH:7]1)[O:8][C:9](=[O:10])[N:11]1[CH2:12][CH:13]([CH2:15][OH:16])[CH2:14]1.